Dataset: the Open Reaction Database (ORD), a public repository of structured organic reaction records. Task: describe an organic reaction: reactants, conditions, products, and yield Starting materials: [N+](=O)([O-])C1=C(C(=CC(=C1)NO)[N+](=O)[O-])C (2,6-dinitro-4-hydroxylaminotoluene), NC1=CC(=C(C(=C1)[N+](=O)[O-])C)[N+](=O)[O-] (4-amino-2,6-dinitrotoluene). Yields the product [N+](=O)([O-])C1=C(C(=CC(=C1)[N+](=O)[O-])[N+](=O)[O-])C (TNT). Reaction SMILES: [N+:1]([C:4]1[CH:9]=[C:8]([NH:10][OH:11])[CH:7]=[C:6]([N+:12]([O-:14])=[O:13])[C:5]=1[CH3:15])([O-:3])=[O:2].NC1C=C([N+]([O-])=[O:24])C(C)=C([N+]([O-])=O)C=1>>[N+:1]([C:4]1[CH:9]=[C:8]([N+:10]([O-:24])=[O:11])[CH:7]=[C:6]([N+:12]([O-:14])=[O:13])[C:5]=1[CH3:15])([O-:3])=[O:2]. Procedure: An alternate method of pentanitroaniline synthesis, based on a recent patent (Reference 6), was examined (FIG. 4). 2,4,6-trinitrotoluene (TNT) (10) is dissolved in p-dioxane and H2S gas is bubbled through the solution holding the temperature below 50° C. The sulfur which precipitates is filtered off and the filtrate is poured over ice mixed with water to produce a mixture of the desired intermediate 4-amino-2,6-dinitrotoluene (11) and the partially reduced product 2,6-dinitro-4-hydroxylaminotolu... Starting materials: 9a, ClC(C(=O)Cl)(Cl)Cl (trichloro-acetyl chloride), C1(=CC=CC=C1)[C@@H](CC)NC(=O)C=1C=CN2C1COCC2 (3,4-dihydro-1H-pyrrolo[2,1-c][1,4]oxazine-8-carboxylic acid ((R)-1-phenyl-propyl)-amide), ClC(C(=O)Cl)(Cl)Cl (trichloro-acetyl chloride). The solvent is ClCCl (dichloromethane). Run at time 8 hour. Product: C1(=CC=CC=C1)[C@@H](CC)NC(=O)C=1C=C(N2C1COCC2)C(C(Cl)(Cl)Cl)=O (6-(2,2,2-trichloro-acetyl)-3,4-dihydro-1H-pyrrolo[2,1-c][1,4]oxazine-8-carboxylic acid ((R)-1-phenyl-propyl)-amide). Yield: 76.0%. As a reaction SMILES: [C:1]1([C@H:7]([NH:10][C:11]([C:13]2[CH:14]=[CH:15][N:16]3[CH2:21][CH2:20][O:19][CH2:18][C:17]=23)=[O:12])[CH2:8][CH3:9])[CH:6]=[CH:5][CH:4]=[CH:3][CH:2]=1.[Cl:22][C:23]([Cl:28])([Cl:27])[C:24](Cl)=[O:25]>ClCCl>[C:1]1([C@H:7]([NH:10][C:11]([C:13]2[CH:14]=[C:15]([C:24](=[O:25])[C:23]([Cl:28])([Cl:27])[Cl:22])[N:16]3[CH2:21][CH2:20][O:19][CH2:18][C:17]=23)=[O:12])[CH2:8][CH3:9])[CH:6]=[CH:5][CH:4]=[CH:3][CH:2]=1. Procedure details: To a solution of 3,4-dihydro-1H-pyrrolo[2,1-c][1,4]oxazine-8-carboxylic acid ((R)-1-phenyl-propyl)-amide (Comp. No. 9a) (8.5 g, 29.9 mmol) in anhydrous dichloromethane (33 ml) was added trichloro-acetyl chloride (16.3 g, 89.7 mmol). The resulting mixture was stirred overnight at room temperature, after which a second portion of trichloro-acetyl chloride (3 ml) was added. The resulting mixture was stirred for 6 h at 40° C., and then at 25° C. over 2 days, evaporated to dryness. Methyl tert-butyl ... The reactants are C#CCCO, CCNCC, O=C(NCc1ccc(Cl)cc1)c1cnc2sc(I)cc2c1O, Cl, I[Cu]I, CN(C)C=O, Cl[Pd]Cl, c1ccc(P(c2ccccc2)c2ccccc2)cc1, c1ccc(P(c2ccccc2)c2ccccc2)cc1. The product is O=C(NCc1ccc(Cl)cc1)c1cnc2sc(C#CCCO)cc2c1O. Reaction SMILES: [CH2:23]([CH2:24][C:25]#[CH:26])[OH:27].[CH2:29]([NH:30][CH2:31][CH3:32])[CH3:33].[Cl:1][c:2]1[cH:3][cH:4][c:5]([CH2:6][NH:7][C:8](=[O:9])[c:10]2[c:11]([OH:20])[c:12]3[c:13]([n:14][cH:15]2)[s:16][c:17]([I:19])[cH:18]3)[cH:21][cH:22]1.[ClH:28].[Cu:39]([I:40])[I:41].[O:34]=[CH:35][N:36]([CH3:37])[CH3:38].[Pd:42]([Cl:43])[Cl:44].[c:45]1([P:46]([c:47]2[cH:48][cH:49][cH:50][cH:51][cH:52]2)[c:53]2[cH:54][cH:55][cH:56][cH:57][cH:58]2)[cH:59][cH:60][cH:61][cH:62][cH:63]1.[c:64]1([P:65]([c:66]2[cH:67][cH:68][cH:69][cH:70][cH:71]2)[c:72]2[cH:73][cH:74][cH:75][cH:76][cH:77]2)[cH:78][cH:79][cH:80][cH:81][cH:82]1>>[Cl:1][c:2]1[cH:3][cH:4][c:5]([CH2:6][NH:7][C:8](=[O:9])[c:10]2[c:11]([OH:20])[c:12]3[c:13]([n:14][cH:15]2)[s:16][c:17]([C:26]#[C:25][CH2:24][CH2:23][OH:27])[cH:18]3)[cH:21][cH:22]1. Starting materials: CCO, Nc1ccc(Oc2cc(Cl)nc3[nH]ccc23)c(F)c1. Product: Nc1ccc(Oc2ccnc3[nH]ccc23)c(F)c1. Reaction SMILES: [CH3:20][CH2:21][OH:22].[Cl:1][c:2]1[cH:3][c:4]([O:11][c:12]2[c:13]([F:19])[cH:14][c:15]([NH2:18])[cH:16][cH:17]2)[c:5]2[c:6]([n:7]1)[nH:8][cH:9][cH:10]2>>[cH:2]1[cH:3][c:4]([O:11][c:12]2[c:13]([F:19])[cH:14][c:15]([NH2:18])[cH:16][cH:17]2)[c:5]2[c:6]([n:7]1)[nH:8][cH:9][cH:10]2.